From a dataset of the Open Reaction Database (ORD), a public repository of structured organic reaction records. describe an organic reaction: reactants, conditions, products, and yield Starting materials: CC=1C(=NC=C(C1C)C)CO ((3,4,5-trimethyl-pyridin-2-yl)-methanol), C1(=CC=CC=C1)P(C1=CC=CC=C1)C1=CC=CC=C1 (triphenyl phosphine), C(Br)(Br)(Br)Br (carbon tetrabromide). Run in ClCCl (dichloromethane). The product is BrCC1=NC=C(C(=C1C)C)C (2-bromomethyl-3,4,5-trimethyl-pyridine). As a reaction SMILES: [CH3:1][C:2]1[C:3]([CH2:10]O)=[N:4][CH:5]=[C:6]([CH3:9])[C:7]=1[CH3:8].C1(P(C2C=CC=CC=2)C2C=CC=CC=2)C=CC=CC=1.C(Br)(Br)(Br)[Br:32]>ClCCl>[Br:32][CH2:10][C:3]1[C:2]([CH3:1])=[C:7]([CH3:8])[C:6]([CH3:9])=[CH:5][N:4]=1. Reported procedure: The compound was obtained from reacting (3,4,5-trimethyl-pyridin-2-yl)-methanol with triphenyl phosphine and carbon tetrabromide in dichloromethane as described in the general procedure 2.5. HPLC Rt: 3.979 min. 1H-NMR (CDCl3): δ 8.18 (s, 1H), 4.63 (s, 2H), 2.35 (s, 3H), 2.48 (s, 3H), 2.24 (s, 3H).